Task: describe an organic reaction: reactants, conditions, products, and yield. Dataset: the Open Reaction Database (ORD), a public repository of structured organic reaction records The reactants are FC1=C(C=CC=C1)C1=NC(C=2N(C3=C1C=C(C=C3)I)C(=NN2)C)OC (rac-6-(2-fluorophenyl)-8-iodo-4-methoxy-1-methyl-4H-[1,2,4]triazolo[4,3-a][4,1]benzodiazepine), C(C#C)N1C(CCC2=CC=CC=C12)=O (3,4-dihydro-1-(2-propynyl)-2(1H)-quinolinone), C(C)O (ethanol). The solvent is C(Cl)Cl (methylene chloride). Yields the product title compound, FC1=C(C=CC=C1)C1=NC(C=2N(C3=C1C=C(C=C3)C#CCN3C(CCC1=CC=CC=C31)=O)C(=NN2)C)OC (rac-1-{3-[6-(2-fluorophenyl)-4-methoxy-1-methyl-4H[1,2,4]triazolo[4,3-a][1,4] benzodiazepin-8-yl]-2-propynyl}-3,4-dihydro-2(1H)-quinolinone). As a reaction SMILES: [F:1][C:2]1[CH:7]=[CH:6][CH:5]=[CH:4][C:3]=1[C:8]1[C:14]2[CH:15]=[C:16](I)[CH:17]=[CH:18][C:13]=2[N:12]2[C:20]([CH3:23])=[N:21][N:22]=[C:11]2[CH:10]([O:24][CH3:25])[N:9]=1.[CH2:26]([N:29]1[C:38]2[C:33](=[CH:34][CH:35]=[CH:36][CH:37]=2)[CH2:32][CH2:31][C:30]1=[O:39])[C:27]#[CH:28].C(O)C>C(Cl)Cl>[F:1][C:2]1[CH:7]=[CH:6][CH:5]=[CH:4][C:3]=1[C:8]1[C:14]2[CH:15]=[C:16]([C:28]#[C:27][CH2:26][N:29]3[C:38]4[C:33](=[CH:34][CH:35]=[CH:36][CH:37]=4)[CH2:32][CH2:31][C:30]3=[O:39])[CH:17]=[CH:18][C:13]=2[N:12]2[C:20]([CH3:23])=[N:21][N:22]=[C:11]2[CH:10]([O:24][CH3:25])[N:9]=1. Reported procedure: The title compound was prepared by coupling rac-6-(2-fluorophenyl)-8-iodo-4-methoxy-1-methyl-4H-[1,2,4]triazolo[4,3-a][4,1]benzodiazepine with 3,4-dihydro-1-(2-propynyl)-2(1H)-quinolinone under the conditions used in Example 37. The product was isolated by chromatography over the 50-fold amount of silica gel using 5% (v/v) of ethanol in methylene chloride for elution. The combined clean fractions were evaporated and the residue was crystallized from ethyl acetate/ether to give colorless crystals...